Task: describe an organic reaction: reactants, conditions, products, and yield. Dataset: the Open Reaction Database (ORD), a public repository of structured organic reaction records Reactants: NC=1C(=NC=C(C1)Cl)OCC(=O)N1[C@@H](CN(CC1)CC1=CC=C(C=C1)F)C (2-(3-amino-5-chloro-pyridin-2-yloxy)-1-[4-(4-fluoro-benzyl)-(2R)-2-methyl-piperazin-1-yl]-ethanone), CN1CCOCC1 (N-methylmorpholine), C1(CCC(=O)O1)=O (succinic anhydride). The solvent is ClCCl (dichloromethane), ClCCl (dichlormethane). Reaction conditions: time 3 day. Yields the product ClC=1C=C(C(=NC1)OCC(=O)N1[C@@H](CN(CC1)CC1=CC=C(C=C1)F)C)NC(CCC(=O)O)=O (N-(5-Chloro-2-{2-[4-(4-fluoro-benzyl)-(2R)-2-methyl-piperazin-1-yl]-2-oxo-ethoxy}-pyridin-3-yl)-succinamic acid). The yield is 31.2%. RXN SMILES: [NH2:1][C:2]1[C:3]([O:9][CH2:10][C:11]([N:13]2[CH2:18][CH2:17][N:16]([CH2:19][C:20]3[CH:25]=[CH:24][C:23]([F:26])=[CH:22][CH:21]=3)[CH2:15][C@H:14]2[CH3:27])=[O:12])=[N:4][CH:5]=[C:6]([Cl:8])[CH:7]=1.CN1CCOCC1.[C:35]1(=[O:41])[O:40][C:38](=[O:39])[CH2:37][CH2:36]1>ClCCl>[Cl:8][C:6]1[CH:7]=[C:2]([NH:1][C:35](=[O:41])[CH2:36][CH2:37][C:38]([OH:40])=[O:39])[C:3]([O:9][CH2:10][C:11]([N:13]2[CH2:18][CH2:17][N:16]([CH2:19][C:20]3[CH:25]=[CH:24][C:23]([F:26])=[CH:22][CH:21]=3)[CH2:15][C@H:14]2[CH3:27])=[O:12])=[N:4][CH:5]=1. Procedure details: To a solution of 2-(3-amino-5-chloro-pyridin-2-yloxy)-1-[4-(4-fluoro-benzyl)-(2R)-2-methyl-piperazin-1-yl]-ethanone (0.10 g, 0.26 mmol) in dichloromethane (3 mL) was added N-methylmorpholine (0.028 mL, 0.26 mmol) and succinic anhydride (0.026 g, 0.26 mmol). The reaction was stirred at ambient temperature for 3 days. The reaction was diluted with dichlormethane and washed with 1N hydrochloric acid solution. The organic layer was separated, dried over magnesium sulfate, filtered and concentrated i... Starting materials: C(C)(C)(C)OC(=O)N1CC2=CC=C(C=C2C1)C1(CCN(CC1)C)O (5-(4-hydroxy-1-methyl-piperidin-4-yl)-1,3-dihydro-isoindole-2-carboxylic acid tert-butyl ester), Cl (hydrochloric acid). Run in C1CCOC1 (THF). The product is Cl.Cl.C1NCC2=CC(=CC=C12)C1(CCN(CC1)C)O (4-(2,3-dihydro-1H-isoindol-5-yl)-1-methyl-piperidin-4-ol dihydrochloride). RXN SMILES: C(OC([N:8]1[CH2:16][C:15]2[C:10](=[CH:11][CH:12]=[C:13]([C:17]3([OH:24])[CH2:22][CH2:21][N:20]([CH3:23])[CH2:19][CH2:18]3)[CH:14]=2)[CH2:9]1)=O)(C)(C)C.[ClH:25]>C1COCC1>[ClH:25].[ClH:25].[CH2:9]1[C:10]2[C:15](=[CH:14][C:13]([C:17]3([OH:24])[CH2:22][CH2:21][N:20]([CH3:23])[CH2:19][CH2:18]3)=[CH:12][CH:11]=2)[CH2:16][NH:8]1 |f:3.4.5|. Procedure: A solution of 5-(4-hydroxy-1-methyl-piperidin-4-yl)-1,3-dihydro-isoindole-2-carboxylic acid tert-butyl ester (107 mg; 0.32 mmol) in THF (4 ml) was treated with concentrated hydrochloric acid (1.5 ml) then heated at reflux for 4 hours, then evaporated and re-evaporated with toluene to give 4-(2,3-dihydro-1H-isoindol-5-yl)-1-methyl-piperidin-4-ol dihydrochloride as a brown gum. Starting materials: [B] (boron), C12(C(CCC(C1(C)C)C2)(C)O)O ((-)-pinanediol), ClCCCC(C)=O (5-chloro-2-pentanone), Grignard reagent, ethylene ketal, B(OC)(OC)OC (trimethyl borate). Run in C(Cl)(Cl)Cl (chloroform). Yields the product ethylene ketal, C12(C(CCC(C1(C)C)C2)(C)O)O.O=C(CCCB([O-])[O-])C ((-)-pinanediol 4-ketopentane-1-boronate), C12(C(CCC(C1(C)C)C2)(C)O)O.C1OC(CCCB([O-])[O-])COC1 ((-)-pinanediol 4-(ethylenedioxy)pentane-1-boronate). As a reaction SMILES: Cl[CH2:2][CH2:3][CH2:4][C:5](=[O:7])[CH3:6].[B:8]([O:13]C)([O:11]C)[O:9]C.[B].[C:16]12([OH:27])[CH2:24][CH:20]([C:21]1([CH3:23])[CH3:22])[CH2:19][CH2:18][C:17]2([OH:26])[CH3:25]>C(Cl)(Cl)Cl>[C:16]12([OH:27])[CH2:24][CH:20]([C:21]1([CH3:23])[CH3:22])[CH2:19][CH2:18][C:17]2([OH:26])[CH3:25].[O:7]=[C:5]([CH3:6])[CH2:4][CH2:3][CH2:2][B:8]([O-:11])[O-:9].[C:16]12([OH:27])[CH2:24][CH:20]([C:21]1([CH3:23])[CH3:22])[CH2:19][CH2:18][C:17]2([OH:26])[CH3:25].[CH2:16]1[CH2:17][O:26][CH2:6][CH:5]([CH2:4][CH2:3][CH2:2][B:8]([O-:11])[O-:13])[O:7]1 |f:5.6,7.8|. Procedure: ##STR22## This compound is the major attractive component of the pheromone of the western pine beetle, Dendroctonus brevicomis. The present synthesis began with the ethylene ketal of 5-chloro-2-pentanone, which was converted to the Grignard reagent in the usual manner. The resulting intermediate was treated with trimethyl borate, and the resulting boron compound was esterified with (-)-pinanediol to yield the ethylene ketal of (-)-pinanediol 4-ketopentane-1-boronate, alternatively named (-)-pina... The reactants are CC(=O)O, C1CCOC1, CC(C)[N-]C(C)C, FC(F)c1nc2ccccc2n1-c1nc(Cl)nc(N2CCOCC2)n1, [Li+], Nc1cccnc1, O. Yields the product FC(F)c1nc2ccccc2n1-c1nc(Nc2cccnc2)nc(N2CCOCC2)n1. As a reaction SMILES: [C:41]([OH:42])(=[O:43])[CH3:44].[CH2:45]1[O:46][CH2:47][CH2:48][CH2:49]1.[CH3:34][CH:35]([N-:36][CH:37]([CH3:38])[CH3:39])[CH3:40].[Cl:1][c:2]1[n:3][c:4](-[n:14]2[c:15]([CH:23]([F:24])[F:25])[n:16][c:17]3[c:18]2[cH:19][cH:20][cH:21][cH:22]3)[n:5][c:6]([N:8]2[CH2:9][CH2:10][O:11][CH2:12][CH2:13]2)[n:7]1.[Li+:33].[NH2:26][c:27]1[cH:28][n:29][cH:30][cH:31][cH:32]1.[OH2:50]>>[c:2]1([NH:26][c:27]2[cH:28][n:29][cH:30][cH:31][cH:32]2)[n:3][c:4](-[n:14]2[c:15]([CH:23]([F:24])[F:25])[n:16][c:17]3[c:18]2[cH:19][cH:20][cH:21][cH:22]3)[n:5][c:6]([N:8]2[CH2:9][CH2:10][O:11][CH2:12][CH2:13]2)[n:7]1. Starting materials: CN1CCCC1=O, CC1(C)Cc2cc(C(=O)O)ccc2NC1c1cc(Cl)cc(N2CCOCC2)c1, N#C[Na], Br[Ni]Br. Yields the product CC1(C)Cc2cc(C(=O)O)ccc2NC1c1cc(C#N)cc(N2CCOCC2)c1. As a reaction SMILES: [CH3:32][N:33]1[CH2:34][CH2:35][CH2:36][C:37]1=[O:38].[Cl:1][c:2]1[cH:3][c:4]([CH:14]2[NH:15][c:16]3[cH:17][cH:18][c:19]([C:26](=[O:27])[OH:28])[cH:20][c:21]3[CH2:22][C:23]2([CH3:24])[CH3:25])[cH:5][c:6]([N:8]2[CH2:9][CH2:10][O:11][CH2:12][CH2:13]2)[cH:7]1.[Na:29][C:30]#[N:31].[Ni:39]([Br:40])[Br:41]>>[c:2]1([C:30]#[N:31])[cH:3][c:4]([CH:14]2[NH:15][c:16]3[cH:17][cH:18][c:19]([C:26](=[O:27])[OH:28])[cH:20][c:21]3[CH2:22][C:23]2([CH3:24])[CH3:25])[cH:5][c:6]([N:8]2[CH2:9][CH2:10][O:11][CH2:12][CH2:13]2)[cH:7]1. The reactants are C(C(=O)C1=CC=CC=C1)CNC1=C(N(C2=CC(=CC=C12)C(F)(F)F)C(=O)OC(C)(C)C)C(=O)OCC (3-[(phenacyl)methylamino]-2-carbethoxy-6-trifluoromethyl-1-(tert-butyloxycarbonyl)-indole), FC(C(=O)O)(F)F (trifluoracetic acid). The solvent is C(Cl)Cl (methylene chloride), C(C)(=O)OCC (ethyl acetate). Product: C(C(=O)C1=CC=CC=C1)CNC1=C(NC2=CC(=CC=C12)C(F)(F)F)C(=O)OCC (3-[(phenacyl)methylamino]-2-carbethoxy-6-trifluoromethylindole). Yield: 93.6%. Reaction SMILES: [CH2:1]([CH2:10][NH:11][C:12]1[C:20]2[C:15](=[CH:16][C:17]([C:21]([F:24])([F:23])[F:22])=[CH:18][CH:19]=2)[N:14](C(OC(C)(C)C)=O)[C:13]=1[C:32]([O:34][CH2:35][CH3:36])=[O:33])[C:2]([C:4]1[CH:9]=[CH:8][CH:7]=[CH:6][CH:5]=1)=[O:3].FC(F)(F)C(O)=O>C(Cl)Cl.C(OCC)(=O)C>[CH2:1]([CH2:10][NH:11][C:12]1[C:20]2[C:15](=[CH:16][C:17]([C:21]([F:24])([F:22])[F:23])=[CH:18][CH:19]=2)[NH:14][C:13]=1[C:32]([O:34][CH2:35][CH3:36])=[O:33])[C:2]([C:4]1[CH:9]=[CH:8][CH:7]=[CH:6][CH:5]=1)=[O:3]. Reported procedure: Dissolve 3-[(phenacyl)methylamino]-2-carbethoxy-6-trifluoromethyl-1-(tert-butyloxycarbonyl)-indole (200 mg, 0.407 mmol) from above in methylene chloride. Add trifluoracetic acid and stir overnight at room temperture. Concentrate the reaction in vacuo, dilute with ethyl acetate and rinse with saturated sodium bicarbonate, dry over magnesium sulfate, filter and concentrate in vacuo to yield 3-[(phenacyl)methylamino]-2-carbethoxy-6-trifluoromethylindole as a foam (154 mg, 97%).